Dataset: the Open Reaction Database (ORD), a public repository of structured organic reaction records. Task: describe an organic reaction: reactants, conditions, products, and yield RXN SMILES: [Na+:42].[OH-:41].[o:1]1[c:2]([S:10][CH:11]([C:12](=[O:13])[O:14][CH3:15])[CH2:16][c:17]2[cH:18][cH:19][c:20]([O:23][CH2:24][CH2:25][NH:26][C:27]([c:28]3[cH:29][cH:30][c:31](-[c:34]4[n:35][cH:36][cH:37][cH:38][cH:39]4)[cH:32][cH:33]3)=[O:40])[cH:21][cH:22]2)[n:3][c:4]2[c:5]1[cH:6][cH:7][cH:8][cH:9]2>>[o:1]1[c:2]([S:10][CH:11]([C:12](=[O:13])[OH:14])[CH2:16][c:17]2[cH:18][cH:19][c:20]([O:23][CH2:24][CH2:25][NH:26][C:27]([c:28]3[cH:29][cH:30][c:31](-[c:34]4[n:35][cH:36][cH:37][cH:38][cH:39]4)[cH:32][cH:33]3)=[O:40])[cH:21][cH:22]2)[n:3][c:4]2[c:5]1[cH:6][cH:7][cH:8][cH:9]2. The reactants are [Na+], [OH-], COC(=O)C(Cc1ccc(OCCNC(=O)c2ccc(-c3ccccn3)cc2)cc1)Sc1nc2ccccc2o1. Yields the product O=C(NCCOc1ccc(CC(Sc2nc3ccccc3o2)C(=O)O)cc1)c1ccc(-c2ccccn2)cc1. Starting materials: CN(C)CCN, Cc1ccccc1, c1ccc2[nH]c(C3CC3)cc2c1, I[Cu]I, Ic1ccc(OCCCN2CCCC2)cc1, [K+], [K+], [K+], O=P([O-])([O-])[O-]. The product is c1ccc2[nH]ccc2c1. As a reaction SMILES: [CH3:37][N:38]([CH3:39])[CH2:40][CH2:41][NH2:42].[CH3:43][c:44]1[cH:45][cH:46][cH:47][cH:48][cH:49]1.[CH:1]1([c:4]2[nH:5][c:6]3[cH:7][cH:8][cH:9][cH:10][c:11]3[cH:12]2)[CH2:2][CH2:3]1.[Cu:50]([I:51])[I:52].[I:13][c:14]1[cH:15][cH:16][c:17]([O:18][CH2:19][CH2:20][CH2:21][N:22]2[CH2:23][CH2:24][CH2:25][CH2:26]2)[cH:27][cH:28]1.[K+:34].[K+:35].[K+:36].[P:29]([O-:30])([O-:31])([O-:32])=[O:33]>>[cH:4]1[nH:5][c:6]2[cH:7][cH:8][cH:9][cH:10][c:11]2[cH:12]1. Starting materials: COC1=CC=C(CN2C(C(=C(C3=CC=CN=C23)Cl)C#N)=O)C=C1 (1-(4-methoxybenzyl)-4-chloro-1,2-dihydro-2-oxo-1,8-naphthyridine-3-carbonitrile). The solvent is C(=O)(C(F)(F)F)O (TFA). The product is ClC1=C(C(NC2=NC=CC=C12)=O)C#N (4-Chloro-2-oxo-1,2-dihydro-[1,8]-naphthyridine-3-carbonitrile). Yield: 95.8%. Reaction SMILES: COC1C=CC(C[N:8]2[C:17]3[C:12](=[CH:13][CH:14]=[CH:15][N:16]=3)[C:11]([Cl:18])=[C:10]([C:19]#[N:20])[C:9]2=[O:21])=CC=1>C(O)(C(F)(F)F)=O>[Cl:18][C:11]1[C:12]2[C:17](=[N:16][CH:15]=[CH:14][CH:13]=2)[NH:8][C:9](=[O:21])[C:10]=1[C:19]#[N:20]. Reported procedure: A solution of 1-(4-methoxybenzyl)-4-chloro-1,2-dihydro-2-oxo-1,8-naphthyridine-3-carbonitrile (32) (326 mg, 1 mmol) in TFA was refluxed for 24 h. The solution was cooled and excess TFA was distilled off under reduced pressure. The residue was taken in water, basified by solid NaHCO3 and filtered. The solids were washed with excess water and dried to yield 197 mg (95%) of 4-chloro-2-oxo-1,2-dihydro-[1,8]-naphthyridine-3-carbonitrile (31) as white solids. MP: 310° C.; 1H-NMR (DMSO-d6): δ 7.58 (dd,... Reported procedure: A suspension of the mixture of N-(3-hydroxy-phenyl)-acetamide and acetic acid 3-fonnylamino-phenyl ester (18.12 g, 0.12 mol), 3-methyl-but-3-en-1-ol (8.6 g, 0.1 mol), DEAD (87 g, 0.2 mol) and Ph3P (31.44 g, 0.12 mol) in benzene (250 mL) was heated at reflux overnight and then cooled to room temperature. The reaction mixture was poured into water and the organic layer was separated. The aqueous phase was extracted with EtOAc (300×3 mL). The combined organic layers were washed with brine, dried ov... The solvent is C1=CC=CC=C1 (benzene), O (water). The reactants are OC=1C=C(C=CC1)NC(C)=O (N-(3-hydroxy-phenyl)-acetamide), acetic acid 3-fonnylamino-phenyl ester, CC(CCO)=C (3-methyl-but-3-en-1-ol), CCOC(=O)/N=N/C(=O)OCC (DEAD), C1=CC=C(C=C1)P(C2=CC=CC=C2)C3=CC=CC=C3 (Ph3P). Reaction SMILES: [OH:1][C:2]1[CH:3]=[C:4]([NH:8][C:9](=[O:11])[CH3:10])[CH:5]=[CH:6][CH:7]=1.[CH3:12][C:13](=[CH2:17])[CH2:14][CH2:15]O.CCOC(/N=N/C(OCC)=O)=O.C1C=CC(P(C2C=CC=CC=2)C2C=CC=CC=2)=CC=1>C1C=CC=CC=1.O>[CH3:17][C:13](=[CH2:12])[CH2:14][CH2:15][O:1][C:2]1[CH:3]=[C:4]([NH:8][C:9](=[O:11])[CH3:10])[CH:5]=[CH:6][CH:7]=1. Yields the product CC(CCOC=1C=C(C=CC1)NC(C)=O)=C (N-[3-(3-methyl-but-3-enyloxy)-phenyl]-acetamide). Yield: 52.0%. The reactants are O\N=C(\C)/NC(C1=C(C=CC=C1)NC1=CC(=NN1C1=CC=CC=C1)C)=O (N-[(1Z)-N-hydroxyethanimidoyl]-2-[(3-methyl-1-phenyl-1H-pyrazol-5-yl)amino]benzamide), [OH-].COC(=O)NS(=O)(=O)[N+](CC)(CC)CC ((methoxycarbonylsulfamoyl)triethylammonium hydroxide). Run in C1CCOC1 (THF). The product is COC1=CC(=C(C=C1)NC1=CC(=NN1C1=CC=CC=C1)C)C1=NC(=NO1)C (N-[4-methoxy-2-(3-methyl-1,2,4-oxadiazol-5-yl)phenyl]-3-methyl-1-phenyl-1H-pyrazol-5-amine). Yield: 3.7%. Reaction SMILES: [OH:1]/[N:2]=[C:3](\[NH:5][C:6](=O)[C:7]1[CH:12]=[CH:11][CH:10]=[CH:9][C:8]=1[NH:13][C:14]1[N:18]([C:19]2[CH:24]=[CH:23][CH:22]=[CH:21][CH:20]=2)[N:17]=[C:16]([CH3:25])[CH:15]=1)/[CH3:4].[OH-].[CH3:28][O:29]C(NS([N+](CC)(CC)CC)(=O)=O)=O>C1COCC1>[CH3:28][O:29][C:11]1[CH:10]=[CH:9][C:8]([NH:13][C:14]2[N:18]([C:19]3[CH:24]=[CH:23][CH:22]=[CH:21][CH:20]=3)[N:17]=[C:16]([CH3:25])[CH:15]=2)=[C:7]([C:6]2[O:1][N:2]=[C:3]([CH3:4])[N:5]=2)[CH:12]=1 |f:1.2|. Reported procedure: To a solution of the crude N-[(1Z)-N-hydroxyethanimidoyl]-2-[(3-methyl-1-phenyl-1H-pyrazol-5-yl)amino]benzamide (257 mg, 0.41 mmol) in THF (3 mL) was added (methoxycarbonylsulfamoyl)triethylammonium hydroxide (Burgess reagent) (145 mg, 0.61 mmol). The flask was flushed with argon and refluxed for 3 h under argon. The reaction mixture was the cooled to rt, filtered through a small plug of silica gel, and the plug was eluted with EtOAc. The filtrate was concentrated under reduced pressure, and the...